From a dataset of the Open Reaction Database (ORD), a public repository of structured organic reaction records. describe an organic reaction: reactants, conditions, products, and yield Reactants: C(\C=C\C)=O (crotonaldehyde), [OH-].[NH4+] (ammonium hydroxide), Cl (hydrogen chloride), ClC1=CC=C(C(C(=O)NO)=C1)O (5-chlorosalicylhydroxamic acid). Solvent: O (water), O1CCCC1 (tetrahydrofuran). Reaction conditions: temperature 90 celsius, time 2 hour. Yields the product ClC=1C=CC2=C(C(N3C(O2)CC(O3)C)=O)C1 (7-chloro-2-methyl-3,3a-dihydro-2H, 9H-isoxazolo (3,2-b) (1,3) benzoxazin-9-one). Yield: 67.0%. RXN SMILES: [CH:1](=[O:5])/[CH:2]=[CH:3]/[CH3:4].Cl.[Cl:7][C:8]1[CH:17]=[C:12]([C:13]([NH:15][OH:16])=[O:14])[C:11](O)=[CH:10][CH:9]=1.[OH-].[NH4+]>O.O1CCCC1>[Cl:7][C:8]1[CH:9]=[CH:10][C:11]2[O:5][CH:1]3[CH2:2][CH:3]([CH3:4])[O:16][N:15]3[C:13](=[O:14])[C:12]=2[CH:17]=1 |f:3.4|. Procedure: 360 ml. of tetrahydrofuran is combined with 90 gm. of crotonaldehyde and placed in an ice bath. 100 gm. of hydrogen chloride are passed into the mixture at 20°-30° C. 158 gm. of 5-chlorosalicylhydroxamic acid is added in one portion and the mixture stirred at 25°-30° C. for about two hours until the solid dissolves. The mixture is cooled in a water bath and 400 ml. of concentrated ammonium hydroxide diluted with 400 ml. of water is added with stirring. The temperature of the mixture is allowed t... The reactants are CC(F)(F)CCCCn1ccc(N)n1, Cc1cccc(C=CC(=O)O)c1. Product: Cc1cccc(C=CC(=O)Nc2ccn(CCCCC(C)(F)F)n2)c1. RXN SMILES: [F:1][C:2]([CH2:3][CH2:4][CH2:5][CH2:6][n:7]1[n:8][c:9]([NH2:12])[cH:10][cH:11]1)([CH3:13])[F:14].[c:15]1([CH3:26])[cH:16][c:17]([CH:21]=[CH:22][C:23](=[O:24])[OH:25])[cH:18][cH:19][cH:20]1>>[F:1][C:2]([CH2:3][CH2:4][CH2:5][CH2:6][n:7]1[n:8][c:9]([NH:12][C:23]([CH:22]=[CH:21][c:17]2[cH:16][c:15]([CH3:26])[cH:20][cH:19][cH:18]2)=[O:24])[cH:10][cH:11]1)([CH3:13])[F:14].